This data is from the Open Reaction Database (ORD), a public repository of structured organic reaction records. The task is: describe an organic reaction: reactants, conditions, products, and yield Starting materials: B(Br)(Br)Br (BBr3), C(C)OC(=O)C1C(C1)C1=CC(=C(C=C1)OC)F (2-(3-fluoro-4-methoxy-phenyl)-cyclopropanecarboxylic acid ethyl ester), CO (MeOH). Run in C(Cl)Cl (DCM). Run at temperature -78 celsius, time 3 hour. The product is C(C)OC(=O)C1C(C1)C1=CC(=C(C=C1)O)F (2-[3-fluoro-4-hydroxy-phenyl]-cyclopropanecarboxylic acid ethyl ester). Yield: 91.3%. Reaction SMILES: [CH2:1]([O:3][C:4]([CH:6]1[CH2:8][CH:7]1[C:9]1[CH:14]=[CH:13][C:12]([O:15]C)=[C:11]([F:17])[CH:10]=1)=[O:5])[CH3:2].B(Br)(Br)Br.CO>C(Cl)Cl>[CH2:1]([O:3][C:4]([CH:6]1[CH2:8][CH:7]1[C:9]1[CH:14]=[CH:13][C:12]([OH:15])=[C:11]([F:17])[CH:10]=1)=[O:5])[CH3:2]. Procedure details: After 2-(3-fluoro-4-methoxy-phenyl)-cyclopropanecarboxylic acid ethyl ester (0.494 g, 2.07 mmol) obtained in Step B was dissolved in anhydrous DCM (7 mL), BBr3 1 M DCM solution (3 mL, 3.11 mmol) was added thereto at −78° C., and the mixture was stirred at room temperature for 3 hours. After the termination of the reaction, the reactant was added with MeOH, concentrated under reduced pressure, and purified by column chromatography (eluent, EtOAc/Hex=1/2) to obtain the title compound (0.424 g, 91%...